Dataset: the Open Reaction Database (ORD), a public repository of structured organic reaction records. Task: describe an organic reaction: reactants, conditions, products, and yield Starting materials: BrN1C(CCC1=O)=O (N-bromosuccinimide), COC1=NC=CC=C1C=1NC2=CC=C(C=C2C1)C(=O)NCCCN1CCOCC1 (2-(2-methoxypyridin-3-yl)-N-(3-morpholinopropyl)-1H-indole-5-carboxamide), BrN1C(CCC1=O)=O (N-bromosuccinimide). The solvent is C1CCOC1 (THF). Conditions: temperature 60 celsius, time 1.5 hour. Product: BrC1=C(NC2=CC=C(C=C12)C(=O)NCCCN1CCOCC1)C=1C(=NC=CC1)OC (3-bromo-2-(2-methoxypyridin-3-yl)-N-(3-morpholinopropyl)-1H-indole-5-carboxamide). RXN SMILES: [CH3:1][O:2][C:3]1[C:8]([C:9]2[NH:10][C:11]3[C:16]([CH:17]=2)=[CH:15][C:14]([C:18]([NH:20][CH2:21][CH2:22][CH2:23][N:24]2[CH2:29][CH2:28][O:27][CH2:26][CH2:25]2)=[O:19])=[CH:13][CH:12]=3)=[CH:7][CH:6]=[CH:5][N:4]=1.[Br:30]N1C(=O)CCC1=O>C1COCC1>[Br:30][C:17]1[C:16]2[C:11](=[CH:12][CH:13]=[C:14]([C:18]([NH:20][CH2:21][CH2:22][CH2:23][N:24]3[CH2:25][CH2:26][O:27][CH2:28][CH2:29]3)=[O:19])[CH:15]=2)[NH:10][C:9]=1[C:8]1[C:3]([O:2][CH3:1])=[N:4][CH:5]=[CH:6][CH:7]=1. Reported procedure: A suspension of 2-(2-methoxypyridin-3-yl)-N-(3-morpholinopropyl)-1H-indole-5-carboxamide (0.850 g, 0.215 mmol) in 100 ml THF was heated to 60° C. until dissolved. To the solution was added N-bromosuccinimide (0.406 g, 0.263 mmol) and the reaction was allowed to stir for 1.5 hours. The reaction was not complete, so more N-bromosuccinimide (0.062 g, 0.35 mmol; 0.040 g, 0.022 mmol) was added sequentially and the reaction stirred for 10 more minutes after each addition. Upon completion, the reaction...